From a dataset of the Open Reaction Database (ORD), a public repository of structured organic reaction records. describe an organic reaction: reactants, conditions, products, and yield Reactants: C(C)(C)C1=NNC(=C1)C1=CC=CC=C1 (3-isopropyl-5-phenyl-1H-pyrazole), ClCC1=CC=C(C=C1)CO ([4-(chloromethyl)phenyl]methanol). Product: C(C)(C)C1=NN(C(=C1)C1=CC=CC=C1)CC1=CC=C(C=C1)CO ({4-[(3-isopropyl-5-phenyl-1H-pyrazol-1-yl)methyl]phenyl)methanol). Yield: 9.0%. As a reaction SMILES: [CH:1]([C:4]1[CH:8]=[C:7]([C:9]2[CH:14]=[CH:13][CH:12]=[CH:11][CH:10]=2)[NH:6][N:5]=1)([CH3:3])[CH3:2].Cl[CH2:16][C:17]1[CH:22]=[CH:21][C:20]([CH2:23][OH:24])=[CH:19][CH:18]=1>>[CH:1]([C:4]1[CH:8]=[C:7]([C:9]2[CH:14]=[CH:13][CH:12]=[CH:11][CH:10]=2)[N:6]([CH2:16][C:17]2[CH:22]=[CH:21][C:20]([CH2:23][OH:24])=[CH:19][CH:18]=2)[N:5]=1)([CH3:3])[CH3:2]. Procedure: In the same manner as in Reference Example 41, the title compound (285 mg, yield 9%) was obtained as a colorless oil from 3-isopropyl-5-phenyl-1H-pyrazole and [4-(chloromethyl)phenyl]methanol. 1H NMR (CDCl3) δ: 1.32 (6H, d, J=7.0 Hz), 1.64 (1H, t, J=5.8 Hz), 2.99-3.09 (1H, m), 4.66 (2H, d, J=5.8 Hz), 5.30 (2H, s), 6.18 (1H, s), 6.97-7.06 (2H, m), 7.24-7.39 (7H, m). The reactants are O (water), CC(C)([O-])C.[K+] (potassium t-butoxide), IC (iodomethane), C(CCC)C1=CNC2=CC=C(C=C12)C(=O)OCC (ethyl 3-butyl-1H-indole-5-carboxylate). Solvent: CS(=O)C (methylsulfoxide). Run at temperature 50 celsius. Yields the product C(CCC)C1=CN(C2=CC=C(C=C12)C(=O)OCC)C (Ethyl 3-butyl-1-methyl-1H-indole-5-carboxylate). The yield is 46.3%. Reaction SMILES: [CH2:1]([C:5]1[C:13]2[C:8](=[CH:9][CH:10]=[C:11]([C:14]([O:16][CH2:17][CH3:18])=[O:15])[CH:12]=2)[NH:7][CH:6]=1)[CH2:2][CH2:3][CH3:4].[CH3:19]C(C)([O-])C.[K+].IC.O>CS(C)=O>[CH2:1]([C:5]1[C:13]2[C:8](=[CH:9][CH:10]=[C:11]([C:14]([O:16][CH2:17][CH3:18])=[O:15])[CH:12]=2)[N:7]([CH3:19])[CH:6]=1)[CH2:2][CH2:3][CH3:4] |f:1.2|. Reported procedure: To a mixture of ethyl 3-butyl-1H-indole-5-carboxylate (0.6 g) in methylsulfoxide (10 mL) was added potassium t-butoxide (0.29 g) and iodomethane (2.0 mL). The mixture was stirred at 50° C. for 18 H, at which time the mixture was pored into water (50 mL). The solution was extracted with ethyl acetate and the organic extracts washed three times with brine, dried over anhydrous sodium sulfate and concentrated under reduced pressure. Column chromatography on silica gel (100 mL) using 5% ethyl acetat...